From a dataset of the Open Reaction Database (ORD), a public repository of structured organic reaction records. describe an organic reaction: reactants, conditions, products, and yield The reactants are O (water), C1(CCCCC1)[C@@](C(=O)O)(C1=CC=CC=C1)O ((S)-(+)-2-cyclohexyl-2-hydroxy-2-phenylacetic acid), N,N'-carbonyldiimidazole, CN(CC#CCN)C (4-dimethylamino-2-butynylamine). The solvent is C(Cl)(Cl)Cl (chloroform). Run at time 2 hour. Yields the product CN(CC#CCNC(C(C1=CC=CC=C1)(O)C1CCCCC1)=O)C ((-)-N-(4-dimethylamino-2-butynyl)-2-cyclohexyl-2-hydroxy-2-phenylacetamide). Isolated yield 37.9%. RXN SMILES: [CH:1]1([C@:7]([OH:17])([C:11]2[CH:16]=[CH:15][CH:14]=[CH:13][CH:12]=2)[C:8]([OH:10])=O)[CH2:6][CH2:5][CH2:4][CH2:3][CH2:2]1.[CH3:18][N:19]([CH3:25])[CH2:20][C:21]#[C:22][CH2:23][NH2:24].O>C(Cl)(Cl)Cl>[CH3:18][N:19]([CH3:25])[CH2:20][C:21]#[C:22][CH2:23][NH:24][C:8](=[O:10])[C:7]([CH:1]1[CH2:2][CH2:3][CH2:4][CH2:5][CH2:6]1)([OH:17])[C:11]1[CH:16]=[CH:15][CH:14]=[CH:13][CH:12]=1. Procedure details: A mixture of (S)-(+)-2-cyclohexyl-2-hydroxy-2-phenylacetic acid (1.13 g, 80% ee) and N,N'-carbonyldiimidazole (0.77 g) in chloroform (5 ml) was stirred at room temperature for 2 hours. After an addition of 4-dimethylamino-2-butynylamine (0.54 g), the mixture was stirred at the same temperature for an additional hour, then the mixture was poured into water, and extracted with ethyl acetate. The extract was washed with water and the organic layer was extracted with 1N-hydrochloric acid. The acidic... The reactants are ClC=1C=C(C=CC1)C1=CC(=C2C(=N1)CCC2)NC2=CC=C(C=C2)C=C (2-(3-chlorophenyl)-N-(4-vinylphenyl)-6,7-dihydro-5H-cyclopenta[b]pyridin-4-amine), C[N+]1(CCOCC1)[O-] (4-methylmorpholine N-oxide), CC(=O)C (acetone), potassium osmate. The solvent is O (water), C([O-])(O)=O.[Na+] (sodium bicarbonate). Reaction conditions: time 8 hour. Product: Cl.ClC=1C=C(C=CC1)C1=CC(=C2C(=N1)CCC2)NC2=CC=C(C=C2)C(CO)O (1-(4-((2-(3-Chlorophenyl)-6,7-dihydro-5H-cyclopenta[b]pyridin-4-yl)amino)phenyl)ethane-1,2-diol hydrochloride). The yield is 32.0%. RXN SMILES: [Cl:1][C:2]1[CH:3]=[C:4]([C:8]2[N:13]=[C:12]3[CH2:14][CH2:15][CH2:16][C:11]3=[C:10]([NH:17][C:18]3[CH:23]=[CH:22]C(C=C)=[CH:20][CH:19]=3)[CH:9]=2)[CH:5]=[CH:6][CH:7]=1.C[N+]1([O-])CC[O:30]CC1.[CH3:34][C:35]([CH3:37])=[O:36]>O.C(=O)(O)[O-].[Na+]>[ClH:1].[Cl:1][C:2]1[CH:3]=[C:4]([C:8]2[N:13]=[C:12]3[CH2:14][CH2:15][CH2:16][C:11]3=[C:10]([NH:17][C:18]3[CH:23]=[CH:22][C:34]([CH:35]([OH:36])[CH2:37][OH:30])=[CH:20][CH:19]=3)[CH:9]=2)[CH:5]=[CH:6][CH:7]=1 |f:4.5,6.7|. Procedure: To a solution of 2-(3-chlorophenyl)-N-(4-vinylphenyl)-6,7-dihydro-5H-cyclopenta[b]pyridin-4-amine (0.100 μg, 0.29 mmol) in acetone (10 mL) and water (5 mL) was added 4-methylmorpholine N-oxide (0.189 g, 1.44 mmol), followed by potassium osmate dehydrate (0.002 g, 0.06 mmol) and the reaction mixture was stirred at rt overnight. After this time, the mixture was diluted with saturated aqueous sodium bicarbonate and extracted with ethyl acetate. The combined organic layer was dried over anhydrous so... Starting materials: CC=1C(=C(C(=C(O)C1)C)C)O (Trimethylhydroquinone), ClCC(C=C)(O)C (1-Chloro-2-methylbut-3-en-2-ol), B(F)(F)F (boron trifluoride), B(F)(F)F (boron trifluoride). The solvent is ClC1=CC=CC=C1 (chlorobenzene), CCCCCC (hexane), ClC1=CC=CC=C1 (chlorobenzene), C(C)OCC (diethyl ether). Conditions: time 30 minute. Product: ClC(C(=CC)C)C1=C(C(=C(C(=C1C)O)C)C)O (2-(1-chloro-2-methylbut-2-en-yl)-1,4-dihydroxy-3,5,6-trimethylbenzene). Yield: 44.0%. As a reaction SMILES: [CH3:1][C:2]1[C:3]([OH:11])=[C:4]([CH3:10])[C:5]([CH3:9])=[C:6]([CH:8]=1)[OH:7].B(F)(F)F.[Cl:16][CH2:17][C:18]([CH3:22])(O)[CH:19]=[CH2:20]>ClC1C=CC=CC=1.CCCCCC.C(OCC)C>[Cl:16][CH:17]([C:8]1[C:2]([CH3:1])=[C:3]([OH:11])[C:4]([CH3:10])=[C:5]([CH3:9])[C:6]=1[OH:7])[C:18]([CH3:22])=[CH:19][CH3:20]. Reported procedure: Trimethylhydroquinone (2.01 g, 14 mol) was suspended at room temperature in a mixture of chlorobenzene (10 ml) and hexane (5 ml). Boron trifluoride diethyl ether complex (3.60 ml of a 48 percent strength solution of boron trifluoride in diethyl ether, 1.95 g of boron trifluoride, 28 mmol) was then added in the course of 15 min. 1-Chloro-2-methylbut-3-en-2-ol (2.42 g, 20 mmol) was then added dropwise in the course of 15 min. After 30 min., the reaction mixture was filtered, and the filtrate was w... The reactants are CC(=O)OC(C)=O, CN(C)c1ccncc1, CO, Cc1ccccc1, Nc1ncc2ncn(CSCCO)c2n1, CN(C)C=O. Product: CC(=O)OCCSCn1cnc2cnc(N)nc21. Reaction SMILES: [CH3:16][C:17](=[O:18])[O:19][C:20](=[O:21])[CH3:22].[CH3:28][N:29]([CH3:30])[c:31]1[cH:32][cH:33][n:34][cH:35][cH:36]1.[CH3:37][OH:38].[CH3:39][c:40]1[cH:41][cH:42][cH:43][cH:44][cH:45]1.[NH2:1][c:2]1[n:3][cH:4][c:5]2[n:6][cH:7][n:8]([CH2:11][S:12][CH2:13][CH2:14][OH:15])[c:9]2[n:10]1.[O:23]=[CH:24][N:25]([CH3:26])[CH3:27]>>[NH2:1][c:2]1[n:3][cH:4][c:5]2[n:6][cH:7][n:8]([CH2:11][S:12][CH2:13][CH2:14][O:15][C:17]([CH3:16])=[O:18])[c:9]2[n:10]1. The reactants are C(C)(C)(C)OC(=O)N1[C@@H](CN([C@H](C1)CCl)CC1=CC=CC=C1)C ((2R,5R)-4-benzyl-5-chloromethyl-2-methyl-piperazine-1-carboxylic acid tert-butyl ester), F[C@@H]1CNCC1 ((S)-3-fluoro-pyrrolidine). Product: C(C)(C)(C)OC(=O)N1[C@@H](CN([C@H](C1)CN1C[C@H](CC1)F)CC1=CC=CC=C1)C ((2R,5S)-4-Benzyl-5-((S)-3-fluoro-pyrrolidin-1-ylmethyl)-2-methyl-piperazine-1-carboxylic acid tert-butyl ester). As a reaction SMILES: [C:1]([O:5][C:6]([N:8]1[CH2:13][C@H:12]([CH2:14]Cl)[N:11]([CH2:16][C:17]2[CH:22]=[CH:21][CH:20]=[CH:19][CH:18]=2)[CH2:10][C@H:9]1[CH3:23])=[O:7])([CH3:4])([CH3:3])[CH3:2].[F:24][C@H:25]1[CH2:29][CH2:28][NH:27][CH2:26]1>>[C:1]([O:5][C:6]([N:8]1[CH2:13][C@H:12]([CH2:14][N:27]2[CH2:28][CH2:29][C@H:25]([F:24])[CH2:26]2)[N:11]([CH2:16][C:17]2[CH:22]=[CH:21][CH:20]=[CH:19][CH:18]=2)[CH2:10][C@H:9]1[CH3:23])=[O:7])([CH3:4])([CH3:3])[CH3:2]. Procedure: The title compound was prepared following similar methods to those described in Preparation 352 starting from (2R,5R)-4-benzyl-5-chloromethyl-2-methyl-piperazine-1-carboxylic acid tert-butyl ester (300 mg, 0.88 mmol) and (S)-3-fluoro-pyrrolidine (165 mg, 1.32 mmol). MS: [M+H]+=392. The reactants are Br, Br, c1ccc(CN2CC3CC2CN3)cc1, CC#N, O=[N+]([O-])c1ccc(F)c(F)c1, C1CCC2=NCCCN2CC1. The product is O=[N+]([O-])c1ccc(N2CC3CC2CN3Cc2ccccc2)c(F)c1. RXN SMILES: [BrH:1].[BrH:2].[CH2:3]([c:4]1[cH:5][cH:6][cH:7][cH:8][cH:9]1)[N:10]1[CH:11]2[CH2:12][NH:13][CH:14]([CH2:15]1)[CH2:16]2.[CH3:39][C:40]#[N:41].[F:17][c:18]1[cH:19][c:20]([N+:25](=[O:26])[O-:27])[cH:21][cH:22][c:23]1[F:24].[N:28]12[CH2:29][CH2:30][CH2:31][N:32]=[C:33]1[CH2:34][CH2:35][CH2:36][CH2:37][CH2:38]2>>[CH2:3]([c:4]1[cH:5][cH:6][cH:7][cH:8][cH:9]1)[N:10]1[CH:11]2[CH2:12][N:13]([c:23]3[c:18]([F:17])[cH:19][c:20]([N+:25](=[O:26])[O-:27])[cH:21][cH:22]3)[CH:14]([CH2:15]1)[CH2:16]2. Starting materials: COc1ccc(P2(=S)SP(=S)(c3ccc(OC)cc3)S2)cc1, Cc1ccccc1, Cc1ccc(NC(=O)c2ccc(Cl)c(C(F)(F)F)c2)cc1. Product: Cc1ccc(NC(=S)c2ccc(Cl)c(C(F)(F)F)c2)cc1. Reaction SMILES: [CH3:22][O:23][c:24]1[cH:25][cH:26][c:27]([P:28]2(=[S:31])[S:29][P:30]([c:32]3[cH:33][cH:34][c:35]([O:36][CH3:37])[cH:38][cH:39]3)(=[S:40])[S:41]2)[cH:42][cH:43]1.[CH3:44][c:45]1[cH:46][cH:47][cH:48][cH:49][cH:50]1.[Cl:1][c:2]1[c:3]([C:18]([F:19])([F:20])[F:21])[cH:4][c:5]([C:6](=[O:7])[NH:8][c:9]2[cH:10][cH:11][c:12]([CH3:15])[cH:13][cH:14]2)[cH:16][cH:17]1>>[Cl:1][c:2]1[c:3]([C:18]([F:19])([F:20])[F:21])[cH:4][c:5]([C:6]([NH:8][c:9]2[cH:10][cH:11][c:12]([CH3:15])[cH:13][cH:14]2)=[S:31])[cH:16][cH:17]1. Starting materials: COCCOC(=O)N=NC(=O)OCCOC (azodicarboxylic acid bis(2-methoxyethyl) ester), C1(=CC=CC=C1)O (phenol), C1(=CC=CC=C1)P(C1=CC=CC=C1)C1=CC=CC=C1 (triphenylphosphine), C[C@H](C[C@@H](C)O)O ((2R,4R)-2,4-pentanediol). Run in O (Water), C1CCOC1 (THF), C1CCOC1 (THF). Run at time 21 hour. The product is O(C1=CC=CC=C1)[C@H](C[C@@H](C)O)C ((4S,2R)-4-phenoxypentane-2-ol), C1(=CC=CC=C1)O (phenol). As a reaction SMILES: [C:1]1([OH:7])[CH:6]=[CH:5][CH:4]=[CH:3][CH:2]=1.C1(P(C2C=CC=CC=2)C2C=CC=CC=2)C=CC=CC=1.[CH3:27][C@@H:28](O)[CH2:29][C@H:30]([OH:32])[CH3:31].COCCOC(N=NC(OCCOC)=O)=O>C1COCC1.O>[O:7]([C@@H:28]([CH3:27])[CH2:29][C@H:30]([OH:32])[CH3:31])[C:1]1[CH:6]=[CH:5][CH:4]=[CH:3][CH:2]=1.[C:1]1([OH:7])[CH:6]=[CH:5][CH:4]=[CH:3][CH:2]=1. Reported procedure: After phenol (300 mg, 3.19 mmol), triphenylphosphine (1008 mg, 3.83 mmol), (2R,4R)-2,4-pentanediol (399 mg, 3.83 mmol), and THF (12 ml) were added to a 50 ml flask, azodicarboxylic acid bis(2-methoxyethyl) ester (896 mg, 3.83 mmol) dissolved in THF (6 mL) was added dropwise thereto at 20° C., and the reaction was allowed to proceed for 21 hours. Water (0.5 ml) was added, and concentration was carried out. Then, water (10 ml) was added to the solution, and extraction was carried out using diethyl... The reactants are [F-].[Cs+] (CsF), OC=1C=CC(=C(C#N)C1)I (5-Hydroxy-2-iodo-benzonitrile), O1C=C(C=C1)B(O)O (3-furanboronic acid), C(Cl)(Cl)Cl (CHCl3), P(C(C)(C)C)(C(C)(C)C)C(C)(C)C (P(tBu)3). Reagents/catalysts: C=1C=CC(=CC1)/C=C/C(=O)/C=C/C2=CC=CC=C2.C=1C=CC(=CC1)/C=C/C(=O)/C=C/C2=CC=CC=C2.C=1C=CC(=CC1)/C=C/C(=O)/C=C/C2=CC=CC=C2.[Pd].[Pd] (Pd2(dba)3). Run in CN(C=O)C (N,N-dimethylformamide). Run at time 4 hour. Product: O1C=C(C=C1)C1=C(C#N)C=C(C=C1)O (2-Furan-3-yl-5-hydroxy-benzonitrile). Reaction SMILES: [OH:1][C:2]1[CH:3]=[CH:4][C:5](I)=[C:6]([CH:9]=1)[C:7]#[N:8].C(Cl)(Cl)Cl.P(C(C)(C)C)(C(C)(C)C)C(C)(C)C.[O:28]1[CH:32]=[CH:31][C:30](B(O)O)=[CH:29]1.[F-].[Cs+]>CN(C)C=O.C1C=CC(/C=C/C(/C=C/C2C=CC=CC=2)=O)=CC=1.C1C=CC(/C=C/C(/C=C/C2C=CC=CC=2)=O)=CC=1.C1C=CC(/C=C/C(/C=C/C2C=CC=CC=2)=O)=CC=1.[Pd].[Pd]>[O:28]1[CH:32]=[CH:31][C:30]([C:5]2[CH:4]=[CH:3][C:2]([OH:1])=[CH:9][C:6]=2[C:7]#[N:8])=[CH:29]1 |f:4.5,7.8.9.10.11|. Procedure details: 5-Hydroxy-2-iodo-benzonitrile (70 mg, 0.29 mmol), Pd2(dba)3.CHCl3(25 mg, 0.01 mmol) and P(tBu)3 (0.05 mL, 10% in hexane, 0.016 mmol), 3-furanboronic acid (40 mg, 0.36 mmol) and CsF (200 mg, 1.32 mmol) were suspended in N,N-dimethylformamide (5 mL). The mixture is then degassed and stirred at room temperature for 4 hours. After aqueous workup, the residue is purified with chromatography and directly employed in the next step.